Dataset: the Open Reaction Database (ORD), a public repository of structured organic reaction records. Task: describe an organic reaction: reactants, conditions, products, and yield The reactants are [Mn](=O)(=O)(=O)[O-].[K+] (potassium permanganate), BrC=1C=C(N(C1)C1=C(C=NC=C1Cl)Cl)C=O (4-bromo-1-(3,5-dichloro-4-pyridinyl)-1H-pyrrole-2-carbaldehyde), CC(=O)C (acetone), [OH-].[Na+] (sodium hydroxide). The solvent is O (water). Conditions: temperature 40 celsius, time 2 hour. Yields the product BrC=1C=C(N(C1)C1=C(C=NC=C1Cl)Cl)C(=O)O (4-bromo-1-(3,5-dichloro-4-pyridinyl)-1H-pyrrole-2-carboxylic acid). As a reaction SMILES: [Mn]([O-])(=O)(=O)=O.[K+].[Br:7][C:8]1[CH:9]=[C:10]([CH:21]=[O:22])[N:11]([C:13]2[C:18]([Cl:19])=[CH:17][N:16]=[CH:15][C:14]=2[Cl:20])[CH:12]=1.CC(C)=[O:25].[OH-].[Na+]>O>[Br:7][C:8]1[CH:9]=[C:10]([C:21]([OH:25])=[O:22])[N:11]([C:13]2[C:18]([Cl:19])=[CH:17][N:16]=[CH:15][C:14]=2[Cl:20])[CH:12]=1 |f:0.1,4.5|. Reported procedure: A solution of 2.9 g of potassium permanganate in 15 ml of water was added dropwise to a mixture of 2.86 g of 4-bromo-1-(3,5-dichloro-4-pyridinyl)-1H-pyrrole-2-carbaldehyde and 30 ml of acetone while the mixture was maintained at 40° C. The mixture was stirred at 40° C. for 2 hours. A precipitate was filtered off to obtain a filtrate. The filtrate was adjusted to pH 10-12 by an addition of a 2N aqueous sodium hydroxide solution, and then washed with chloroform two times. The aqueous layer was adj...